This data is from the Open Reaction Database (ORD), a public repository of structured organic reaction records. The task is: describe an organic reaction: reactants, conditions, products, and yield The reactants are NC1=NC(=CC(=N1)N1CCC2(CN[C@@H](C2)C(=O)O)CC1)O[C@@H](C(F)(F)F)C1=C(C=C(C=C1)Cl)N1N=C(C=C1)C ((2S)-8-[2-amino-6-[(1R)-1-[4-chloro-2-(3-methylpyrazol-1-yl)phenyl]-2,2,2-trifluoroethoxy]pyrimidin-4-yl]-3,8-diazaspiro[4.5]decane-2-carboxylic acid), O.C1(=CC=C(C=C1)S(=O)(=O)O)C (p-toluene sulfonic acid monohydrate), C(CCCCCCC)O (n-octanol). Run in C1(=CC=CC=C1)C (toluene). Product: NC1=NC(=CC(=N1)N1CCC2(C[C@H](NC2)C(=O)OCCCCCCCC)CC1)O[C@@H](C(F)(F)F)C1=C(C=C(C=C1)Cl)N1N=C(C=C1)C ((S)-Octyl 8-(2-amino-6-((R)-1-(4-chloro-2-(3-methyl-1H-pyrazol-1-yl)phenyl)-2,2,2-trifluoroethoxy)pyrimidin-4-yl)-2,8-diazaspiro[4.5]decane-3-carboxylate). As a reaction SMILES: [NH2:1][C:2]1[N:7]=[C:6]([N:8]2[CH2:20][CH2:19][C:11]3([CH2:15][C@@H:14]([C:16]([OH:18])=[O:17])[NH:13][CH2:12]3)[CH2:10][CH2:9]2)[CH:5]=[C:4]([O:21][C@H:22]([C:27]2[CH:32]=[CH:31][C:30]([Cl:33])=[CH:29][C:28]=2[N:34]2[CH:38]=[CH:37][C:36]([CH3:39])=[N:35]2)[C:23]([F:26])([F:25])[F:24])[N:3]=1.O.C1(C)C=CC(S(O)(=O)=O)=CC=1.[CH2:52](O)[CH2:53][CH2:54][CH2:55][CH2:56][CH2:57][CH2:58][CH3:59]>C1(C)C=CC=CC=1>[NH2:1][C:2]1[N:7]=[C:6]([N:8]2[CH2:20][CH2:19][C:11]3([CH2:12][NH:13][C@H:14]([C:16]([O:18][CH2:52][CH2:53][CH2:54][CH2:55][CH2:56][CH2:57][CH2:58][CH3:59])=[O:17])[CH2:15]3)[CH2:10][CH2:9]2)[CH:5]=[C:4]([O:21][C@H:22]([C:27]2[CH:32]=[CH:31][C:30]([Cl:33])=[CH:29][C:28]=2[N:34]2[CH:38]=[CH:37][C:36]([CH3:39])=[N:35]2)[C:23]([F:25])([F:24])[F:26])[N:3]=1 |f:1.2|. Reported procedure: To a flask equipped with a Dean Stark trap were added (2S)-8-[2-amino-6-[(1R)-1-[4-chloro-2-(3-methylpyrazol-1-yl)phenyl]-2,2,2-trifluoroethoxy]pyrimidin-4-yl]-3,8-diazaspiro[4.5]decane-2-carboxylic acid (1 g, 1.78 mmol), toluene (25 mL), and p-toluene sulfonic acid monohydrate (336 mg, 1.77 mmol), and n-octanol (690 mg, 5.30 mmol). The reaction mixture was heated to reflux for 48 h, cooled to RT, and concentrated in vacuo. Purification on a 120 g Isco RediSep silica cartridge (CH2Cl2/MeOH/NH4OH... Reactants: C(C)O (ethanol), IC=1C=C2C(=CC(=NC2=CC1)O)O (6-iodoquinoline-2,4-diol), CC=1NC(=C(CC1C(=O)OCC)C(=O)OCC)C (diethyl 2,6-dimethyl-1,4-dihydropyridine-3,5-dicarboxylate), FC(C1=CC=C(C=O)C=C1)(F)F (4-(trifluoromethyl)benzaldehyde). The solvent is N1=CC=CC=C1 (pyridine). Reaction conditions: temperature 105 celsius, time 6 hour. Yields the product IC=1C=C2C(=C(C(=NC2=CC1)O)CC1=CC=C(C=C1)C(F)(F)F)O (6-Iodo-3-(4-(trifluoromethyl)benzyl)quinoline-2,4-diol). As a reaction SMILES: [I:1][C:2]1[CH:3]=[C:4]2[C:9](=[CH:10][CH:11]=1)[N:8]=[C:7]([OH:12])[CH:6]=[C:5]2[OH:13].CC1NC(C)=C(C(OCC)=O)CC=1C(OCC)=O.[F:32][C:33]([F:43])([F:42])[C:34]1[CH:41]=[CH:40][C:37]([CH:38]=O)=[CH:36][CH:35]=1.C(O)C>N1C=CC=CC=1>[I:1][C:2]1[CH:3]=[C:4]2[C:9](=[CH:10][CH:11]=1)[N:8]=[C:7]([OH:12])[C:6]([CH2:38][C:37]1[CH:36]=[CH:35][C:34]([C:33]([F:32])([F:42])[F:43])=[CH:41][CH:40]=1)=[C:5]2[OH:13]. Procedure: To a suspension of 6-iodoquinoline-2,4-diol (498.2 g, 1.736 mol) and diethyl 2,6-dimethyl-1,4-dihydropyridine-3,5-dicarboxylate (439.6 g, 1.736 mol) in pyridine (3.5 L) was added 4-(trifluoromethyl)benzaldehyde (332.4 g, 1.909 mol). The resulting mixture was warmed with stirring to 105° C. for a period of 6 h. After cooling to room temperature, the heterogeneous mixture was treated with ethanol (4.6 L). White solids were isolated through filtration, washed with 57:43 ethanol:pyridine (800 mL), a...